Dataset: the Open Reaction Database (ORD), a public repository of structured organic reaction records. Task: describe an organic reaction: reactants, conditions, products, and yield Reaction SMILES: [N:1](=[C:3]1[N:7]=[C:6]([CH2:8][CH2:9][CH2:10][CH3:11])[C:5]([CH3:13])([CH3:12])[S:4]1)[OH:2].[CH3:14][N:15]=[C:16]=[O:17]>>[CH3:14][NH:15][C:16]([O:2][N:1]=[C:3]1[N:7]=[C:6]([CH2:8][CH2:9][CH2:10][CH3:11])[C:5]([CH3:12])([CH3:13])[S:4]1)=[O:17]. The product is CNC(=O)ON=C1SC(C(=N1)CCCC)(C)C (2-oxo-4-butyl-5,5-dimethyl-3-thiazoline-O-(methylcarbamoyl)-oxime). Starting materials: N(O)=C1SC(C(=N1)CCCC)(C)C (2-oxo-4-butyl-5,5-dimethyl-3-thiazoline-oxime), CN=C=O (methyl isocyanate). Procedure details: 2-oxo-4-butyl-5,5-dimethyl-3-thiazoline-oxime was reacted with methyl isocyanate as described in Example 4 to yield 2-oxo-4-butyl-5,5-dimethyl-3-thiazoline-O-(methylcarbamoyl)-oxime, m.p. 128°-130° C. The 2-oxo-4-butyl-5,5-dimethyl-3-thiazoline-oxime starting material melts at 117°-119° C. The reactants are ice, [N+](=[N-])=C (diazomethane), C1(CCCC1)C(=O)O (cyclopentanecarboxylic acid). Solvent: CCOCC (ether), CCOCC (ether). Product: C1(CCCC1)C(=O)OC (methyl cyclopentanecarboxylate). Yield: 85.2%. RXN SMILES: [CH:1]1([C:6]([OH:8])=[O:7])[CH2:5][CH2:4][CH2:3][CH2:2]1.[N+](=[CH2:11])=[N-]>CCOCC>[CH:1]1([C:6]([O:8][CH3:11])=[O:7])[CH2:5][CH2:4][CH2:3][CH2:2]1. Procedure: To an ice-cooled and stirred solution of cyclopentanecarboxylic acid (8.0 g, 0.070 mol) in 30 ml of ether was slowly added an excess solution of diazomethane in ether. After concentration of ether, the residue was distilled under reduced pressure to give a colorless transparent oil of methyl cyclopentanecarboxylate (7.65 g, 0.053 mol, yield 85.2%, b.p. 82°-83° C./62 mmHg), which was assigned the structure by the following data. Reactants: CO, ClC(Cl)Cl, Cl, COc1ccccc1N(CCN1CCC(C(=O)c2ccc(F)cc2)CC1)C(=O)c1ccc([N+](=O)[O-])cc1, [Na+], [OH-], O, [Sn]. Yields the product COc1ccccc1N(CCN1CCC(C(=O)c2ccc(F)cc2)CC1)C(=O)c1ccc(N)cc1. As a reaction SMILES: [CH3:42][OH:43].[CH:44]([Cl:45])([Cl:46])[Cl:47].[ClH:38].[N+:1]([O-:2])(=[O:3])[c:4]1[cH:5][cH:6][c:7]([C:8](=[O:9])[N:10]([c:11]2[c:12]([O:17][CH3:18])[cH:13][cH:14][cH:15][cH:16]2)[CH2:19][CH2:20][N:21]2[CH2:22][CH2:23][CH:24]([C:27]([c:28]3[cH:29][cH:30][c:31]([F:34])[cH:32][cH:33]3)=[O:35])[CH2:25][CH2:26]2)[cH:36][cH:37]1.[Na+:41].[OH-:40].[OH2:48].[Sn:39]>>[NH2:1][c:4]1[cH:5][cH:6][c:7]([C:8](=[O:9])[N:10]([c:11]2[c:12]([O:17][CH3:18])[cH:13][cH:14][cH:15][cH:16]2)[CH2:19][CH2:20][N:21]2[CH2:22][CH2:23][CH:24]([C:27]([c:28]3[cH:29][cH:30][c:31]([F:34])[cH:32][cH:33]3)=[O:35])[CH2:25][CH2:26]2)[cH:36][cH:37]1. The reactants are C(C(=O)C)(=O)O (pyruvic acid), ClCCO (2-chloroethanol), O.C1(=CC=C(C=C1)S(=O)(=O)O)C (p-toluenesulfonic acid monohydrate). Run in C1=CC=CC=C1 (benzene), C(C)OCC (diethyl ether). Yields the product C(C(=O)C)(=O)OCCCl (2-chloroethyl pyruvate). As a reaction SMILES: [C:1]([OH:6])(=[O:5])[C:2]([CH3:4])=[O:3].[Cl:7][CH2:8][CH2:9]O.O.C1(C)C=CC(S(O)(=O)=O)=CC=1>C1C=CC=CC=1.C(OCC)C>[C:1]([O:6][CH2:9][CH2:8][Cl:7])(=[O:5])[C:2]([CH3:4])=[O:3] |f:2.3|. Procedure: 2-Chloroethyl pyruvate was prepared as follows: pyruvic acid (8.8 g, 100 mmol), 2-chloroethanol (10.45 g, 130 mmol) and p-toluenesulfonic acid monohydrate (1.9 g, 10 mmol) in 40 mL of benzene were heated under reflux with azeotropic dehydration for 5 h. The mixture was cooled to room temperature and diluted with 70 mL of diethyl ether. This organic solution was washed with 100 mL of saturated aqueous NaHCO3 and 100 mL of saturated aqueous NaCl. The organic layer was dried over anhydrous MgSO4, f... Starting materials: C([O-])(O)=O.[Na+] (sodium bicarbonate), CC=1C=C(C(=O)[C@@H]2C(OCC2C)=O)C=C(C1)C ((R)-3-(3,5-dimethylbenzoyl)-4-methyldihydrofuran-2-one), Cl (hydrochloric acid), C([O-])(O)=O.[Na+] (sodium bicarbonate). Conditions: time 1 hour. Product: ClC[C@@H](CC(=O)C1=CC(=CC(=C1)C)C)C ((R)-4-chloro-1-(3,5-dimethylphenyl)-3-methylbutan-1-one). Reaction SMILES: [CH3:1][C:2]1[CH:3]=[C:4]([CH:14]=[C:15]([CH3:17])[CH:16]=1)[C:5]([C@H:7]1[CH:11]([CH3:12])[CH2:10]OC1=O)=[O:6].[ClH:18].C(=O)(O)[O-].[Na+]>>[Cl:18][CH2:10][C@H:11]([CH3:12])[CH2:7][C:5]([C:4]1[CH:3]=[C:2]([CH3:1])[CH:16]=[C:15]([CH3:17])[CH:14]=1)=[O:6] |f:2.3|. Procedure: To a solution of (R)-3-(3,5-dimethylbenzoyl)-4-methyldihydrofuran-2-one (2.42 g in 15 mL dioxane) was added 15 mL conc. hydrochloric acid and the mixture heated to reflux on an oil bath. After one hour, the reaction was poured into cold, saturated aqueous sodium bicarbonate. Additional solid sodium bicarbonate was added until all acid was neutralized. This was then extracted with ethyl acetate, washed with brine. Concentration in vacuo provided the title compound (2.12 g). The reactants are Cc1nc(S(C)(=O)=O)nc2c1ccc(=O)n2-c1ccc(C(=O)OC(C)(C)C)cc1, CCOC(=O)c1ccc(N)cc1, C1COCCO1. Product: CCOC(=O)c1ccc(Nc2nc(C)c3ccc(=O)n(-c4ccc(C(=O)OC(C)(C)C)cc4)c3n2)cc1. Reaction SMILES: [CH3:1][c:2]1[c:3]2[c:4]([n:5][c:6]([S:8]([CH3:9])(=[O:10])=[O:11])[n:7]1)[n:12](-[c:17]1[cH:18][cH:19][c:20]([C:21](=[O:22])[O:23][C:24]([CH3:25])([CH3:26])[CH3:27])[cH:28][cH:29]1)[c:13](=[O:16])[cH:14][cH:15]2.[NH2:30][c:31]1[cH:32][cH:33][c:34]([C:35](=[O:36])[O:37][CH2:38][CH3:39])[cH:40][cH:41]1.[O:42]1[CH2:43][CH2:44][O:45][CH2:46][CH2:47]1>>[CH3:1][c:2]1[c:3]2[c:4]([n:5][c:6]([NH:30][c:31]3[cH:32][cH:33][c:34]([C:35](=[O:36])[O:37][CH2:38][CH3:39])[cH:40][cH:41]3)[n:7]1)[n:12](-[c:17]1[cH:18][cH:19][c:20]([C:21](=[O:22])[O:23][C:24]([CH3:25])([CH3:26])[CH3:27])[cH:28][cH:29]1)[c:13](=[O:16])[cH:14][cH:15]2.